From a dataset of the Open Reaction Database (ORD), a public repository of structured organic reaction records. describe an organic reaction: reactants, conditions, products, and yield Reactants: N12C3CN(CC3CC2CSC1)C(=O)OCC (ethyl 10-thia-1,4-diazatricyclo[6.3.0.02,6 ]undecane-4-carboxylate), Ba(OH)2.8H2O, C([O-])([O-])=O.[K+].[K+] (Potassium carbonate), C([O-])([O-])=O.[Ba+2] (barium carbonate). Run in O (water). The product is N12C3CNCC3CC2CSC1 (10-Thia-1,4-diazatricyclo[6.3.0.02,6 ]undecane). RXN SMILES: [N:1]12[CH2:11][S:10][CH2:9][CH:8]1[CH2:7][CH:6]1[CH:2]2[CH2:3][N:4](C(OCC)=O)[CH2:5]1.C(=O)([O-])[O-].[K+].[K+].C(=O)([O-])[O-].[Ba+2]>O>[N:1]12[CH2:11][S:10][CH2:9][CH:8]1[CH2:7][CH:6]1[CH:2]2[CH2:3][NH:4][CH2:5]1 |f:1.2.3,4.5|. Procedure details: 12.5 g (50 mmol) of ethyl 10-thia-1,4-diazatricyclo[6.3.0.02,6 ]undecane-4-carboxylate are heated under reflux overnight with 32 g of Ba(OH)2.8H2O in 225 ml of water. Potassium carbonate is added to the mixture, barium carbonate is filtered off with suction and the filtrate is extracted ten times using 100 ml of chloroform each time. The extracts are dried over potassium carbonate and concentrated, and the residue is distilled. Starting materials: 3d, ice water, C1(=CC=CC=C1)S(=O)(=O)C[C@@H](C)C1(CCCC1)O ((S)-1-(1-Benzenesulfonyl-2-propyl) -1-cyclopentanol), N1C=NC=C1 (imidazole), Cl[Si](CC)(CC)CC (chlorotriethylsilane). Run in CN(C=O)C (N,N-dimethylformamide). Product: C1(=CC=CC=C1)S(=O)(=O)C[C@@H](C)C1(CCCC1)O[Si](CC)(CC)CC ((S)-1-(1-Benzenesulfonyl-2-propyl)-1-triethylsiloxycyclo pentane). The yield is 123.9%. As a reaction SMILES: [C:1]1([S:7]([CH2:10][C@H:11]([C:13]2([OH:18])[CH2:17][CH2:16][CH2:15][CH2:14]2)[CH3:12])(=[O:9])=[O:8])[CH:6]=[CH:5][CH:4]=[CH:3][CH:2]=1.N1C=CN=C1.Cl[Si:25]([CH2:30][CH3:31])([CH2:28][CH3:29])[CH2:26][CH3:27]>CN(C)C=O>[C:1]1([S:7]([CH2:10][C@H:11]([C:13]2([O:18][Si:25]([CH2:30][CH3:31])([CH2:28][CH3:29])[CH2:26][CH3:27])[CH2:17][CH2:16][CH2:15][CH2:14]2)[CH3:12])(=[O:8])=[O:9])[CH:2]=[CH:3][CH:4]=[CH:5][CH:6]=1. Procedure details: To a solution of 6a (2.40 g, 8.94 mmol) and imidazole (1.22 g, 17.9 mmol) in N,N-dimethylformamide (20 mL) was added chlorotriethylsilane (2.2 mL, 13.1 mmol) in one portion. The mixture was stirred at ambient temperature for 3d. The mixture was poured into ice water, and extracted with diethyl ether. The combined organic layers were washed with water and brine, and dried over sodium sulfate. Filtration and concentration gave 4.24 g of an oily material, which was purified by column chromatography... Reactants: Cl.COCC(=N)N (methoxyacetamidine hydrochloride), [Na] (Sodium), C(=O)C(C(=O)OCC)CC(=O)OCC (diethyl formylsuccinate). Run in C(C)O (ethanol), C(C)O (ethanol). Product: COCC1=NC=C(C(=N1)O)CC(=O)OCC (ethyl 2-methoxymethyl-4-hydroxypyrimidine-5-acetate). Isolated yield 43.0%. As a reaction SMILES: [Na].Cl.[CH3:3][O:4][CH2:5][C:6]([NH2:8])=[NH:7].[CH:9]([CH:11]([CH2:17][C:18]([O:20][CH2:21][CH3:22])=[O:19])[C:12](OCC)=O)=[O:10]>C(O)C>[CH3:3][O:4][CH2:5][C:6]1[N:8]=[C:9]([OH:10])[C:11]([CH2:17][C:18]([O:20][CH2:21][CH3:22])=[O:19])=[CH:12][N:7]=1 |f:1.2,^1:0|. Procedure: Sodium metal (0.754 mol) was dissolved in absolute ethanol (100 ml) and the resulting solution was added dropwise to a solution of methoxyacetamidine hydrochloride (0.703 mol) in ethanol (100 ml). After 15 minutes the reaction mixture was filtered and the filtrate was added to a solution of diethyl formylsuccinate (0.703 mol), which was prepared according to H. Nakao et al. Ann. Sankyo Res. Lab., 18, 33-37 (1966). The reaction was refluxed for 15 hours, cooled to room temperature and was then co... Starting materials: N#Cc1ccc(C=O)cc1, CC1=CC(=O)C(C)(C)O1, CCO, [Cl-], [Na+], [Na+], [OH-]. The product is CC1(C)OC(C=Cc2ccc(C#N)cc2)=CC1=O. Reaction SMILES: [C:10](#[N:11])[c:12]1[cH:13][cH:14][c:15]([CH:16]=[O:17])[cH:18][cH:19]1.[CH3:1][C:2]1([CH3:9])[O:3][C:4]([CH3:8])=[CH:5][C:6]1=[O:7].[CH3:22][CH2:23][OH:24].[Cl-:26].[Na+:21].[Na+:25].[OH-:20]>>[CH3:1][C:2]1([CH3:9])[O:3][C:4]([CH:8]=[CH:16][c:15]2[cH:14][cH:13][c:12]([C:10]#[N:11])[cH:19][cH:18]2)=[CH:5][C:6]1=[O:7]. Reactants: Cc1cc(C)nc(Br)c1, CCC(C(=O)c1ccc(Cl)cc1)n1ncn(-c2ccc(N3CCNCC3)nc2)c1=O, ClCCl. Yields the product CCC(C(=O)c1ccc(Cl)cc1)n1ncn(-c2ccc(N3CCN(c4cc(C)cc(C)n4)CC3)nc2)c1=O. RXN SMILES: [Br:31][c:32]1[n:33][c:34]([CH3:39])[cH:35][c:36]([CH3:38])[cH:37]1.[Cl:1][c:2]1[cH:3][cH:4][c:5]([C:6](=[O:7])[CH:8]([CH2:9][CH3:10])[n:11]2[n:12][cH:13][n:14](-[c:17]3[cH:18][n:19][c:20]([N:23]4[CH2:24][CH2:25][NH:26][CH2:27][CH2:28]4)[cH:21][cH:22]3)[c:15]2=[O:16])[cH:29][cH:30]1.[Cl:40][CH2:41][Cl:42]>>[Cl:1][c:2]1[cH:3][cH:4][c:5]([C:6](=[O:7])[CH:8]([CH2:9][CH3:10])[n:11]2[n:12][cH:13][n:14](-[c:17]3[cH:18][n:19][c:20]([N:23]4[CH2:24][CH2:25][N:26]([c:32]5[n:33][c:34]([CH3:39])[cH:35][c:36]([CH3:38])[cH:37]5)[CH2:27][CH2:28]4)[cH:21][cH:22]3)[c:15]2=[O:16])[cH:29][cH:30]1.